This data is from the Open Reaction Database (ORD), a public repository of structured organic reaction records. The task is: describe an organic reaction: reactants, conditions, products, and yield Starting materials: C1(=CC=C(C=C1)S(=O)(=O)O)C (p-toluenesulfonic acid), ClC(C(=O)O)(F)F (chlorodifluoroacetic acid), C(C=C)O (allyl alcohol). Run in O (H2O), O (water), C(Cl)(Cl)Cl (chloroform). Product: ClC(C(=O)OCC=C)(F)F (Allyl chlorodifluoroacetate). As a reaction SMILES: [Cl:1][C:2]([F:7])([F:6])[C:3]([OH:5])=[O:4].[CH2:8](O)[CH:9]=[CH2:10].C1(C)C=CC(S(O)(=O)=O)=CC=1>O.C(Cl)(Cl)Cl>[Cl:1][C:2]([F:7])([F:6])[C:3]([O:5][CH2:10][CH:9]=[CH2:8])=[O:4]. Procedure details: In a 1.5 liter sulfonation flask with a water separator, 294.0 g (2.25 mol) of chlorodifluoroacetic acid (pure, from Fluka AG) and 228.0 g (3.93 mol) of allyl alcohol are dissolved in 1 liter of chloroform and kept under reflux for 17 hours in the presence of 11.25 g of p-toluenesulfonic acid (0.06 mol), 41 ml of H2O separating out. The yellow reaction solution is washed twice with H2O and 3 times with saturated aqueous NaHCO3 solution, dried over MgSO4 and distilled under normal pressure throug... Reactants: O (Water), N1C(=CC=C1)C=1SC=CN1 (2-(1H-Pyrrol-2-yl)-1,3-thiazole), [H-].[Na+] (Sodium hydride), C(C)(C)[Si](C(C)C)(C(C)C)Cl (triisopropylsilyl chloride). Run in C(C)OCC (diethyl ether), CN(C=O)C (N,N-dimethylformamide). Conditions: temperature 0 celsius, time 30 minute. The product is C(C)(C)[Si](N1C(=CC=C1)C=1SC=CN1)(C(C)C)C(C)C (2-[1-(Triisopropylsilyl)-1H-pyrrol-2-yl]-1,3-thiazole). Isolated yield 80.4%. Reaction SMILES: [NH:1]1[CH:5]=[CH:4][CH:3]=[C:2]1[C:6]1[S:7][CH:8]=[CH:9][N:10]=1.[H-].[Na+].[CH:13]([Si:16](Cl)([CH:20]([CH3:22])[CH3:21])[CH:17]([CH3:19])[CH3:18])([CH3:15])[CH3:14].O>CN(C)C=O.C(OCC)C>[CH:13]([Si:16]([CH:20]([CH3:22])[CH3:21])([CH:17]([CH3:19])[CH3:18])[N:1]1[CH:5]=[CH:4][CH:3]=[C:2]1[C:6]1[S:7][CH:8]=[CH:9][N:10]=1)([CH3:15])[CH3:14] |f:1.2|. Procedure details: 2-(1H-Pyrrol-2-yl)-1,3-thiazole (1.42 g, 9.45 mmol) known in the literature {Eur. J. Org. Chem. (European Journal of Organic Chemistry) vol. 2000, no. 13, 2449-2458 (2000)} was dissolved in N,N-dimethylformamide (100 mL), and cooled to 0° C. Sodium hydride (60% oil, 570 mg, 14.3 mmol) and triisopropylsilyl chloride (4.0 mL, 18.7 mmol) were added, and stirring was carried out at room temperature for 30 minutes under nitrogen atmosphere. Water (100 mL) and diethyl ether (100 mL) were added, and th... Starting materials: C([O-])([O-])=O.[K+].[K+] (Potassium carbonate), N1[C@H](C(=O)O)CCC1 (L-proline), BrC1=CC=NC=C1 (4-bromopyridine), N1CCC(CC1)CNC(OC(C)(C)C)=O (tert-butyl piperidin-4-ylmethyl-carbamate). The reagents and catalysts are [Cu]I (CuI). The solvent is CS(=O)C (DMSO), C(C)(=O)OCC (ethyl acetate), [Cl-].[Na+] (sodium chloride). Conditions: temperature 100 celsius. The product is N1=CC=C(C=C1)N1CCC(CC1)CNC(OC(C)(C)C)=O (tert-Butyl (1-(pyridin-4-yl)piperidin-4-yl)methylcarbamate). Yield: 30.0%. RXN SMILES: C(=O)([O-])[O-].[K+].[K+].[NH:7]1[CH2:14][CH2:13][CH2:12][C@H:8]1[C:9](O)=O.BrC1C=CN=CC=1.[NH:22]1[CH2:27][CH2:26][CH:25]([CH2:28][NH:29][C:30](=[O:36])[O:31][C:32]([CH3:35])([CH3:34])[CH3:33])[CH2:24][CH2:23]1>CS(C)=O.C(OCC)(=O)C.[Cl-].[Na+].[Cu]I>[N:7]1[CH:9]=[CH:8][C:12]([N:22]2[CH2:27][CH2:26][CH:25]([CH2:28][NH:29][C:30](=[O:36])[O:31][C:32]([CH3:34])([CH3:33])[CH3:35])[CH2:24][CH2:23]2)=[CH:13][CH:14]=1 |f:0.1.2,8.9|. Procedure: Potassium carbonate (3 eq), L-proline (0.4 eq), CuI (0.2 eq) and 4-bromopyridine (1 eq) were added under a protecting gas atmosphere to a solution of tert-butyl piperidin-4-ylmethyl-carbamate (3 g, 15 mmol) in DMSO. The reaction mixture was heated for 20 h at 100° C. After cooling to room temperature, the mixture was diluted with ethyl acetate and sat. sodium chloride solution and filtered over Celite, and the residue was then washed with ethyl acetate. The phases were separated, dried and conce... The reactants are CO, CS(=O)(=O)c1cc(C(=O)O)cc([N+](=O)[O-])c1. The product is CS(=O)(=O)c1cc(N)cc(C(=O)O)c1. Reaction SMILES: [CH3:17][OH:18].[CH3:1][S:2](=[O:3])(=[O:4])[c:5]1[cH:6][c:7]([C:8](=[O:9])[OH:10])[cH:11][c:12]([N+:14]([O-:15])=[O:16])[cH:13]1>>[CH3:1][S:2](=[O:3])(=[O:4])[c:5]1[cH:6][c:7]([C:8](=[O:9])[OH:10])[cH:11][c:12]([NH2:14])[cH:13]1. Reactants: NC=1C(=NC=CC1)NC(=O)NCCCCCCC (1-(3-amino-2-pyridyl)-3-heptylurea), C(C)(C)(C)C=1C=C(C(=O)O)C=C(C1O)C(C)(C)C (3,5-di-t-butyl-4-hydroxybenzoic acid), Cl.C(C)N=C=NCCCN(C)C (1-ethyl-3-(3-dimethylaminopropyl)carbodiimide monohydrochloride). Solvent: ClCCl (dichloromethane). The product is C(CCCCCC)NC(NC1=NC=CC=C1NC(C1=CC(=C(C(=C1)C(C)(C)C)O)C(C)(C)C)=O)=O (N-[2-(3-heptylureido)-3-pyridyl]-3,5-di-t-butyl-4-hydroxybenzamide). The yield is 86.9%. As a reaction SMILES: [NH2:1][C:2]1[C:3]([NH:8][C:9]([NH:11][CH2:12][CH2:13][CH2:14][CH2:15][CH2:16][CH2:17][CH3:18])=[O:10])=[N:4][CH:5]=[CH:6][CH:7]=1.[C:19]([C:23]1[CH:24]=[C:25]([CH:29]=[C:30]([C:33]([CH3:36])([CH3:35])[CH3:34])[C:31]=1[OH:32])[C:26](O)=[O:27])([CH3:22])([CH3:21])[CH3:20].Cl.C(N=C=NCCCN(C)C)C>ClCCl>[CH2:12]([NH:11][C:9](=[O:10])[NH:8][C:3]1[C:2]([NH:1][C:26](=[O:27])[C:25]2[CH:29]=[C:30]([C:33]([CH3:34])([CH3:35])[CH3:36])[C:31]([OH:32])=[C:23]([C:19]([CH3:22])([CH3:21])[CH3:20])[CH:24]=2)=[CH:7][CH:6]=[CH:5][N:4]=1)[CH2:13][CH2:14][CH2:15][CH2:16][CH2:17][CH3:18] |f:2.3|. Reported procedure: A mixture of 1-(3-amino-2-pyridyl)-3-heptylurea (0.80 g), 3,5-di-t-butyl-4-hydroxybenzoic acid (0.80 g) and 1-ethyl-3-(3-dimethylaminopropyl)carbodiimide monohydrochloride (0.67 g) was stirred in dichloromethane (35 ml) at room temperature for 3 hrs. After filtering off the insolubles and distilling off the solvent, the residue was purified by a silica gel column chromatography (chloroform:methanol=30:1) to give N-[2-(3-heptylureido)-3-pyridyl]-3,5-di-t-butyl-4-hydroxybenzamide (1.34 g, 87%) as ... Yields the product CC(CCCCCC(=O)O)CCCCCC (7-methyltridecanoic acid), ( 7 ). Procedure: See GENERAL PROCEDURE I. Hexyl bromide (compound (1), R═CH3(CH2)5—) is converted to its Grignard reagent with magnesium in dry ether (I, Step (a)). To this is added 5-chloro-2-pentanone (Aldrich C6,2660-3) (I, Step (b)). The reaction mixture is worked up with acetic anhydride (I, Step (c)) to form chloroacetate (3). Acetic acid is eliminated by refluxing (3) in a suitable solvent, e.g., benzene (I, Step (d)) yielding a mixture of chloro-olefin isomers (4) (R═CH3(CH2)5—). (4) is converted to its ... Reaction SMILES: Cl[CH2:2][C:3]([O-:5])=[O:4].[CH2:6]1O[CH2:7]1.C(Br)[CH2:10][CH2:11][CH2:12][CH2:13][CH2:14][CH2:15][CH2:16][CH2:17][CH3:18].[C:20](=O)=O>[Pd].C1C=CC=CC=1.C(O)(=O)C>[CH3:20][CH:14]([CH2:13][CH2:12][CH2:11][CH2:10][CH2:6][CH3:7])[CH2:15][CH2:16][CH2:17][CH2:18][CH2:2][C:3]([OH:5])=[O:4]. Starting materials: Grignard reagent, ClCC(=O)[O-] (chloroacetate), C(=O)=O (carbon dioxide), ( 4 ), Grignard reagent, C1CO1 (ethylene oxide), C(CCCCCCCCC)Br (Decyl bromide), alkyl bromide, chloro-olefin, ( 4 ), Grignard reagent. The solvent is C1=CC=CC=C1 (benzene), C(C)(=O)O (Acetic acid). The reagents and catalysts are [Pd] (Pd). Reactants: FC=1C=C(C(=C(C1)O)[N+](=O)[O-])OC (5-fluoro-3-methoxy-2-nitro-phenol), N1CCOCC1 (morpholine). Run in O (water), CS(=O)C (dimethylsulfoxide). Run at temperature 100 celsius. The product is COC=1C(=C(C=C(C1)N1CCOCC1)O)[N+](=O)[O-] (3-methoxy-5-morpholin-4-yl-2-nitro-phenol). Yield: 26.2%. Reaction SMILES: F[C:2]1[CH:3]=[C:4]([O:12][CH3:13])[C:5]([N+:9]([O-:11])=[O:10])=[C:6]([OH:8])[CH:7]=1.[NH:14]1[CH2:19][CH2:18][O:17][CH2:16][CH2:15]1>CS(C)=O.O>[CH3:13][O:12][C:4]1[C:5]([N+:9]([O-:11])=[O:10])=[C:6]([OH:8])[CH:7]=[C:2]([N:14]2[CH2:19][CH2:18][O:17][CH2:16][CH2:15]2)[CH:3]=1. Procedure: To a stirred solution of 5-fluoro-3-methoxy-2-nitro-phenol (2.0 g, 10.6 mmol) in dimethylsulfoxide (25 ml) is added morpholine (9.2 ml, 106 mmol) at room temperature. The resulting mixture is heated at 100° C. for 2 h. After completion of reaction (monitored by TLC), the mixture is diluted with water (40 ml) and the aqueous layer is extracted with ethyl acetate (3×30 ml). The combined organic layers are washed with water (30 ml), brine (20 ml), dried over sodium sulfate and concentrated in vacuo... Reactants: C(C)OC(C(C(C(CCCC)=O)C1=CC=C(C=C1)OCC1=CC=CC=C1)O)=O (3-(4-benzyloxy-phenyl)-2-hydroxy-4-oxo-octanoic acid ethyl ester), O.NN (hydrazine hydrate). Solvent: C(C)(=O)O (acetic acid). Reaction conditions: temperature 120 celsius, time 4 hour. The product is C(C1=CC=CC=C1)OC1=CC=C(C=C1)C1=CC(NN=C1CCCC)=O (5-(4-benzyloxy-phenyl)-6-butyl-2H-pyridazin-3-one). Reaction SMILES: C([O:3][C:4](=O)[CH:5](O)[CH:6]([C:13]1[CH:18]=[CH:17][C:16]([O:19][CH2:20][C:21]2[CH:26]=[CH:25][CH:24]=[CH:23][CH:22]=2)=[CH:15][CH:14]=1)[C:7](=O)[CH2:8][CH2:9][CH2:10][CH3:11])C.O.[NH2:30][NH2:31]>C(O)(=O)C>[CH2:20]([O:19][C:16]1[CH:17]=[CH:18][C:13]([C:6]2[C:7]([CH2:8][CH2:9][CH2:10][CH3:11])=[N:31][NH:30][C:4](=[O:3])[CH:5]=2)=[CH:14][CH:15]=1)[C:21]1[CH:26]=[CH:25][CH:24]=[CH:23][CH:22]=1 |f:1.2|. Procedure details: A mixture of 3-(4-benzyloxy-phenyl)-2-hydroxy-4-oxo-octanoic acid ethyl ester (28.08 mmol, 10.8 g) and hydrazine hydrate (15 mL) in acetic acid (45 mL) was stirred at 120° C. for 4 h. The reaction mixture was concentrated under reduced pressure and to the residue was added water (200 mL). This was extracted with DCM (3×200 mL), and the combined organic layer was dried and concentrated under reduced pressure. The resultant residue was purified by flash silica gel column chromatography eluting wit... Reactants: N1CCCCC1 (piperidine), C(C)(C)N(CC)C(C)C (diisopropylethylamine), BrCCN1C(OC=2C1=NC=CC2)=O (3-(2-bromoethyl)-3H-oxazolo[4,5-b]pyridin-2-one). The solvent is C(C)#N (acetonitrile). Run at time 12 hour. The product is N1(CCCCC1)CCN1C(OC=2C1=NC=CC2)=O (3-(2-PIPERIDINOETHYL)-3H-OXAZOLO[4,5-b]PYRIDIN-2-ONE). As a reaction SMILES: Br[CH2:2][CH2:3][N:4]1[C:8]2=[N:9][CH:10]=[CH:11][CH:12]=[C:7]2[O:6][C:5]1=[O:13].[NH:14]1[CH2:19][CH2:18][CH2:17][CH2:16][CH2:15]1.C(N(C(C)C)CC)(C)C>C(#N)C>[N:14]1([CH2:2][CH2:3][N:4]2[C:8]3=[N:9][CH:10]=[CH:11][CH:12]=[C:7]3[O:6][C:5]2=[O:13])[CH2:19][CH2:18][CH2:17][CH2:16][CH2:15]1. Procedure details: 0.01 mol of 3-(2-bromoethyl)-3H-oxazolo[4,5-b]pyridin-2-one, dissolved in acetonitrile, 0.15 mol of piperidine and 0.015 mol of diisopropylethylamine are introduced into a round-bottomed flask placed under argon and surmounted by a condenser. The mixture is brought to 80° C. for 12 hours. It is cooled, the acetonitrile is evaporated off under vacuum and the residue is taken up with water. The alkalinity of the medium is checked and the medium is extracted with dichloromethane. The organic phase ... The reactants are CN1C(=NC=C1)N1CCC2=CC(=CC=C12)[N+](=O)[O-] (1-(1-methyl-1H-imidazol-2-yl)-5-nitro-2,3-dihydro-1H-indole). Reagents/catalysts: [Pd] (palladium on charcoal). The solvent is O1CCCC1 (tetrahydrofuran). Reaction conditions: time 1 hour. The product is CN1C(=NC=C1)N1CCC2=CC(=CC=C12)N (1-(1-methyl-1H-imidazol-2-yl)-2,3-dihydro-1H-indol-5-ylamine). Reaction SMILES: [CH3:1][N:2]1[CH:6]=[CH:5][N:4]=[C:3]1[N:7]1[C:15]2[C:10](=[CH:11][C:12]([N+:16]([O-])=O)=[CH:13][CH:14]=2)[CH2:9][CH2:8]1>O1CCCC1.[Pd]>[CH3:1][N:2]1[CH:6]=[CH:5][N:4]=[C:3]1[N:7]1[C:15]2[C:10](=[CH:11][C:12]([NH2:16])=[CH:13][CH:14]=2)[CH2:9][CH2:8]1. Procedure details: 170 mg 1-(1-methyl-1H-imidazol-2-yl)-5-nitro-2,3-dihydro-1H-indole are dissolved in 20 ml of tetrahydrofuran. To this are added 20 mg palladium on charcoal (10%) and the mixture is hydrogenated for 1 hour at ambient temperature. Then the catalyst is filtered off and the solvent is eliminated in vacuo. The crude product is extracted from diethyl ether.